This data is from the Open Reaction Database (ORD), a public repository of structured organic reaction records. The task is: describe an organic reaction: reactants, conditions, products, and yield The reactants are CCCCCC1(CO)CCCCC1, CS(C)=O, ClCCl, O=C(Cl)C(=O)Cl. The product is CCCCCC1(C=O)CCCCC1. RXN SMILES: [CH2:11]([CH2:12][CH2:13][CH2:14][CH3:15])[C:16]1([CH2:22][OH:23])[CH2:17][CH2:18][CH2:19][CH2:20][CH2:21]1.[CH3:1][S:2]([CH3:3])=[O:4].[Cl:24][CH2:25][Cl:26].[Cl:5][C:6]([C:7]([Cl:8])=[O:9])=[O:10]>>[CH2:11]([CH2:12][CH2:13][CH2:14][CH3:15])[C:16]1([CH:22]=[O:23])[CH2:17][CH2:18][CH2:19][CH2:20][CH2:21]1. As a reaction SMILES: [Br:1][c:2]1[cH:3][c:4]([CH2:16][OH:17])[cH:5][c:6]([O:8][Si:9]([CH3:10])([CH3:11])[C:12]([CH3:13])([CH3:14])[CH3:15])[cH:7]1.[CH2:18]([CH3:19])[O:20][C:21]([CH2:22][O:23][c:24]1[c:25]([CH3:31])[cH:26][c:27]([SH:30])[cH:28][cH:29]1)=[O:32].[CH2:33]([P:34]([CH2:35][CH2:36][CH2:37][CH3:38])[CH2:39][CH2:40][CH2:41][CH3:42])[CH2:43][CH2:44][CH3:45].[CH2:64]1[O:65][CH2:66][CH2:67][CH2:68]1.[CH3:69][CH2:70][O:71][C:72](=[O:73])[CH3:74].[N:46]([C:47]([N:48]1[CH2:49][CH2:50][CH2:51][CH2:52][CH2:53]1)=[O:54])=[N:55][C:56]([N:57]1[CH2:58][CH2:59][CH2:60][CH2:61][CH2:62]1)=[O:63].[OH2:75]>>[Br:1][c:2]1[cH:3][c:4]([CH2:16][S:30][c:27]2[cH:26][c:25]([CH3:31])[c:24]([O:23][CH2:22][C:21]([O:20][CH2:18][CH3:19])=[O:32])[cH:29][cH:28]2)[cH:5][c:6]([O:8][Si:9]([CH3:10])([CH3:11])[C:12]([CH3:13])([CH3:14])[CH3:15])[cH:7]1. Reactants: CC(C)(C)[Si](C)(C)Oc1cc(Br)cc(CO)c1, CCOC(=O)COc1ccc(S)cc1C, CCCCP(CCCC)CCCC, C1CCOC1, CCOC(C)=O, O=C(N=NC(=O)N1CCCCC1)N1CCCCC1, O. Product: CCOC(=O)COc1ccc(SCc2cc(Br)cc(O[Si](C)(C)C(C)(C)C)c2)cc1C. Reactants: COC(C1=CC=C(C=C1)C(CC(C)C)SC1=CC=C(C=C1)Br)=O (4-[1-(4-bromo-phenylsulfanyl)-3-methyl-butyl]-benzoic acid methyl ester), [OH-].[Na+] (sodium hydroxide). Solvent: C(C)O (ethanol). The product is BrC1=CC=C(C=C1)SC(CC(C)C)C1=CC=C(C(=O)O)C=C1 (4-[1-(4-bromo-phenylsulfanyl)-3-methyl-butyl]-benzoic acid). Isolated yield 100.0%. RXN SMILES: C[O:2][C:3](=[O:23])[C:4]1[CH:9]=[CH:8][C:7]([CH:10]([S:15][C:16]2[CH:21]=[CH:20][C:19]([Br:22])=[CH:18][CH:17]=2)[CH2:11][CH:12]([CH3:14])[CH3:13])=[CH:6][CH:5]=1.[OH-].[Na+]>C(O)C>[Br:22][C:19]1[CH:18]=[CH:17][C:16]([S:15][CH:10]([C:7]2[CH:6]=[CH:5][C:4]([C:3]([OH:23])=[O:2])=[CH:9][CH:8]=2)[CH2:11][CH:12]([CH3:14])[CH3:13])=[CH:21][CH:20]=1 |f:1.2|. Procedure details: To a solution of 4-(1-hydroxy-3-methyl-butyl)-benzoic acid methyl ester (1240 mg, 5.59 mmol) in toluene (10 mL) is added 1,1′-(azodicarbonyl)dipiperidine (ADDP, 2114 mg, 8.38 mmol) at 0° C., followed by the additions of tributylphosphine (2.09 mL, 8.38 mmol) and 4-bromo-thiophenol (1267 mg, 6.7 mmol). The reaction mixture is warmed up to room temperature and stirred overnight. The mixture is loaded on silica gel, eluted with hexanes with a gradient from 0% of ethyl acetate to 50% of ethyl acetat... Reactants: ClC1=C(C(=CC=C1)Cl)NC(=S)NC(C)=O (N-(2,6-dichlorophenyl)-N'-acetylthiourea), [OH-].[K+] (potassium hydroxide), CI (methyliodide). Solvent: C(C)O (ethanol). Yields the product ClC1=C(C(=CC=C1)Cl)NC(SC)=NC(C)=O (N-(2,6 -dichlorophenyl)-N'-acetyl-S-methylisothiourea). RXN SMILES: [Cl:1][C:2]1[CH:7]=[CH:6][CH:5]=[C:4]([Cl:8])[C:3]=1[NH:9][C:10]([NH:12][C:13](=[O:15])[CH3:14])=[S:11].[OH-].[K+].[CH3:18]I>C(O)C>[Cl:1][C:2]1[CH:7]=[CH:6][CH:5]=[C:4]([Cl:8])[C:3]=1[NH:9][C:10](=[N:12][C:13](=[O:15])[CH3:14])[S:11][CH3:18] |f:1.2|. Procedure details: 26.3 g (0.1 M) of N-(2,6-dichlorophenyl)-N'-acetylthiourea, 8.1 g (0.12 M as 100%) of potassium hydroxide, 7.7 ml (0.12 M) of methyliodide and 250 ml of ethanol are mixed and are heated in a water bath at 50°-60° for 5 hours. The ethanol is distilled off. The residue in the flask is washed with water and filtered. After recrystallization from isopropanol 14.0 g (50.5 % of the theoretical yield) of N-(2,6 -dichlorophenyl)-N'-acetyl-S-methylisothiourea are isolated. The reactants are [OH-].[Na+] (sodium hydroxide), C(C)(=O)O[C@@H]1[C@]2(C)[C@@H](CC1)[C@@H]1CC[C@H]3CC(=CC[C@]3(C)[C@H]1CC2)C (3-methyl-5α-androst-2-en-17β-ol acetate), O (water). The solvent is CO (methanol). The product is CC=1C[C@@H]2CC[C@H]3[C@@H]4CC[C@@H]([C@@]4(C)CC[C@@H]3[C@]2(CC1)C)O (3-methyl-5α-androst-2-en-17β-ol). Reaction SMILES: [OH-].[Na+].C([O:6][C@H:7]1[CH2:12][CH2:11][C@H:10]2[C@H:13]3[C@H:23]([CH2:24][CH2:25][C@:8]12[CH3:9])[C@:21]1([CH3:22])[C@H:16]([CH2:17][C:18]([CH3:26])=[CH:19][CH2:20]1)[CH2:15][CH2:14]3)(=O)C.O>CO>[CH3:26][C:18]1[CH2:17][C@H:16]2[C@:21]([CH3:22])([CH2:20][CH:19]=1)[C@@H:23]1[C@H:13]([C@H:10]3[C@@:8]([CH2:25][CH2:24]1)([CH3:9])[C@@H:7]([OH:6])[CH2:12][CH2:11]3)[CH2:14][CH2:15]2 |f:0.1|. Procedure details: Aqueous sodium hydroxide solution (50 ml; 4N) was added to a solution of 3-methyl-5α-androst-2-en-17β-ol acetate (50 g) in methanol (400 ml) and the solution was heated under reflux for 1 h. The solution was cooled and water was added to precipitate the product (43 g). Recrystallisation of a sample from ether gave pure 3-methyl-5α-androst-2-en-17β-ol, m.p. 128°-130°; [α]D +68° (c 0.31 in EtOH). Reactants: C(C)OC(C1=CN=CC(=C1)C#CC1=CC=CC=C1)=O (5-phenylethynyl-nicotinic acid ethyl ester), [OH-].[Na+] (sodium hydroxide). The solvent is O (water), CO (methanol). Reaction conditions: time 20 hour. Yields the product C1(=CC=CC=C1)C#CC=1C=NC=C(C(=O)O)C1 (5-Phenylethynyl-nicotinic acid). Isolated yield 95.3%. RXN SMILES: C([O:3][C:4](=[O:19])[C:5]1[CH:10]=[C:9]([C:11]#[C:12][C:13]2[CH:18]=[CH:17][CH:16]=[CH:15][CH:14]=2)[CH:8]=[N:7][CH:6]=1)C.[OH-].[Na+]>CO.O>[C:13]1([C:12]#[C:11][C:9]2[CH:8]=[N:7][CH:6]=[C:5]([CH:10]=2)[C:4]([OH:19])=[O:3])[CH:14]=[CH:15][CH:16]=[CH:17][CH:18]=1 |f:1.2|. Reported procedure: To a solution of 5-phenylethynyl-nicotinic acid ethyl ester (1.17 g, 4.64 mmol) in methanol (10 mL) was added 5 N aqueous sodium hydroxide (2 mL, 10 mmol). The mixture was stirred at room temperature for approximately 20 h, before the reaction mixture was diluted with water (3 mL) and extracted with hexanes/EtOAc (95/5) (10 mL). The aqueous solution was acidified with 1 N HCl to pH 4. The white precipitate that formed was collected by filtration, washed with water (2 mL), and dried under vacuum ... The reactants are C1CCOC1, COC(C(=O)NC1Cc2ccccc2C2CCCCN2C1=O)C1OC(C)(C)OC(C=CC(C)(C)C)C1O, O=C(O)C(F)(F)F, O. Reaction SMILES: [CH2:8]1[O:9][CH2:10][CH2:11][CH2:12]1.[CH3:13][C:14]([CH:15]=[CH:16][CH:17]1[CH:18]([OH:47])[CH:19]([CH:25]([C:26](=[O:27])[NH:28][CH:29]2[C:30](=[O:44])[N:31]3[CH:32]([c:33]4[c:34]([cH:36][cH:37][cH:38][cH:39]4)[CH2:35]2)[CH2:40][CH2:41][CH2:42][CH2:43]3)[O:45][CH3:46])[O:20][C:21]([CH3:23])([CH3:24])[O:22]1)([CH3:48])[CH3:49].[F:1][C:2]([F:3])([F:4])[C:5]([OH:6])=[O:7].[OH2:50]>>[CH3:13][C:14]([CH:15]=[CH:16][CH:17]([CH:18]([CH:19]([OH:20])[CH:25]([C:26](=[O:27])[NH:28][CH:29]1[C:30](=[O:44])[N:31]2[CH:32]([c:33]3[c:34]([cH:36][cH:37][cH:38][cH:39]3)[CH2:35]1)[CH2:40][CH2:41][CH2:42][CH2:43]2)[O:45][CH3:46])[OH:47])[OH:22])([CH3:48])[CH3:49]. The product is COC(C(=O)NC1Cc2ccccc2C2CCCCN2C1=O)C(O)C(O)C(O)C=CC(C)(C)C.